Dataset: the Open Reaction Database (ORD), a public repository of structured organic reaction records. Task: describe an organic reaction: reactants, conditions, products, and yield Isolated yield 90.2%. Procedure details: To a solution of 1100 g (2.85 m) 1,2,3,4-tetrahydro-8,9-dimethoxy-3-[2-methyl-2-(1-piperidinyl)ethyl]-5H-[1]benzopyrano[3,4-c]pyridin-5-one in 18.95 L ethyl acetate was added a solution of 345.6 g (2.97 m) maleic acid in 8.2 L ethyl acetate at 70° C. over a 30 minute period. Solid appeared when the addition was 45% complete. After the addition was complete the mixture was allowed to cool to room temperature with stirring for 2 hours. The solid was collected by filtration, washed with ethyl aceta... The product is C(\C=C/C(=O)O)(=O)O.COC1=CC2=C(C=C1OC)C1=C(CN(CC1)CC(N1CCCCC1)C)C(O2)=O (1,2,3,4-tetrahydro-8,9-dimethoxy-3-[2-methyl-2-(1-piperidinyl)ethyl]-5H-[1]benzopyrano[3,4-c]pyridin-5-one maleate). The reactants are COC1=CC2=C(C=C1OC)C1=C(CN(CC1)CC(N1CCCCC1)C)C(O2)=O (1,2,3,4-tetrahydro-8,9-dimethoxy-3-[2-methyl-2-(1-piperidinyl)ethyl]-5H-[1]benzopyrano[3,4-c]pyridin-5-one), C(\C=C/C(=O)O)(=O)O (maleic acid). Run in C(C)(=O)OCC (ethyl acetate), C(C)(=O)OCC (ethyl acetate). As a reaction SMILES: [CH3:1][O:2][C:3]1[C:8]([O:9][CH3:10])=[CH:7][C:6]2[C:11]3[CH2:16][CH2:15][N:14]([CH2:17][CH:18]([CH3:25])[N:19]4[CH2:24][CH2:23][CH2:22][CH2:21][CH2:20]4)[CH2:13][C:12]=3[C:26](=[O:28])[O:27][C:5]=2[CH:4]=1.[C:29]([OH:36])(=[O:35])/[CH:30]=[CH:31]\[C:32]([OH:34])=[O:33]>C(OCC)(=O)C>[C:29]([OH:36])(=[O:35])/[CH:30]=[CH:31]\[C:32]([OH:34])=[O:33].[CH3:1][O:2][C:3]1[C:8]([O:9][CH3:10])=[CH:7][C:6]2[C:11]3[CH2:16][CH2:15][N:14]([CH2:17][CH:18]([CH3:25])[N:19]4[CH2:20][CH2:21][CH2:22][CH2:23][CH2:24]4)[CH2:13][C:12]=3[C:26](=[O:28])[O:27][C:5]=2[CH:4]=1 |f:3.4|. Reaction conditions: time 2 hour. Reactants: C(C)OC(C(=O)O)(C)C (2-ethoxy-2-methylpropanoic acid), C(CCl)Cl (EDC), C=1C=CC2=C(C1)N=NN2O (HOBT), [NH4+].[OH-] (NH4OH). Run in CC#N (MeCN). Conditions: time 2 hour. The product is C(C)OC(C(=O)N)(C)C (2-ethoxy-2-methylpropanamide). Isolated yield 100.8%. RXN SMILES: [CH2:1]([O:3][C:4]([CH3:9])([CH3:8])[C:5](O)=[O:6])[CH3:2].C(Cl)CCl.C1C=CC2N(O)N=[N:20]C=2C=1.[NH4+].[OH-]>CC#N>[CH2:1]([O:3][C:4]([CH3:9])([CH3:8])[C:5]([NH2:20])=[O:6])[CH3:2] |f:3.4|. Reported procedure: A solution of 2-ethoxy-2-methylpropanoic acid (1.1 g, 8.32 mmol) in MeCN (15 mL) was treated with EDC (1.596 g, 8.32 mmol) and HOBT (1.275 g, 8.32 mmol), stirred at RT for 2 h, treated with NH4OH (˜15M, 1.7 mL, ˜25.5 mmol) and stirred at RT overnight. The mixture was treated with satd. NaHCO3 and water, extracted with EtOAc (5×) and the combined organics were dried over MgSO4 and concentrated to dryness to afford 2-ethoxy-2-methylpropanamide (1.1 g, 101%) as a solid. 1H NMR (400 MHz, DMSO-d6): δ... Starting materials: C(C)(C)(C)OC(=O)N1C[C@H](C[C@H]1C(=O)OC)NC1=C(C(=O)NCC2=CC(=C(C=C2)OC)OC)C=C(C=C1)[N+](=O)[O-] (2-[(3S, 5S)-1-(tert-butoxycarbonyl)-5-(methoxycarbonyl)pyrrolidin-3-ylamino]-N-(3,4-dimethoxylbenzyl)-5-nitrobenzamide), [Cl-].[Li+] (lithium chloride), [BH4-].[Na+] (sodium borohydride). The solvent is C(C)O (ethanol), O1CCCC1 (tetrahydrofuran). Conditions: time 1 day. The product is C(C)(C)(C)OC(=O)N1C[C@H](C[C@H]1CO)NC1=C(C(=O)NCC2=CC(=C(C=C2)OC)OC)C=C(C=C1)[N+](=O)[O-] (2-[(3S,5S)-1-(tert-butoxycarbonyl)-5-(hydroxymethyl)pyrrolidin-3-ylamino]-N-(3,4-dimethoxylbenzyl)-5-nitrobenzamide). The yield is 85.4%. RXN SMILES: [C:1]([O:5][C:6]([N:8]1[C@H:12]([C:13](OC)=[O:14])[CH2:11][C@H:10]([NH:17][C:18]2[CH:37]=[CH:36][C:35]([N+:38]([O-:40])=[O:39])=[CH:34][C:19]=2[C:20]([NH:22][CH2:23][C:24]2[CH:29]=[CH:28][C:27]([O:30][CH3:31])=[C:26]([O:32][CH3:33])[CH:25]=2)=[O:21])[CH2:9]1)=[O:7])([CH3:4])([CH3:3])[CH3:2].[Cl-].[Li+].[BH4-].[Na+]>O1CCCC1.C(O)C>[C:1]([O:5][C:6]([N:8]1[C@H:12]([CH2:13][OH:14])[CH2:11][C@H:10]([NH:17][C:18]2[CH:37]=[CH:36][C:35]([N+:38]([O-:40])=[O:39])=[CH:34][C:19]=2[C:20]([NH:22][CH2:23][C:24]2[CH:29]=[CH:28][C:27]([O:30][CH3:31])=[C:26]([O:32][CH3:33])[CH:25]=2)=[O:21])[CH2:9]1)=[O:7])([CH3:4])([CH3:2])[CH3:3] |f:1.2,3.4|. Reported procedure: To a solution of 2-[(3S, 5S)-1-(tert-butoxycarbonyl)-5-(methoxycarbonyl)pyrrolidin-3-ylamino]-N-(3,4-dimethoxylbenzyl)-5-nitrobenzamide (492 mg) in tetrahydrofuran (5 mL) was added lithium chloride (75 mg), and then a solution of sodium borohydride (67 mg) in ethanol (10 mL) at ambient temperature. After stirring for one day, the mixture was evaporated and the residue was partitioned between ethyl acetate and 10% citric acid aqueous solution. The organic layer was separated, washed with water an... Starting materials: C1(=CC=CC=C1)C(CNC1=C2N=CN(C2=NC(=N1)C(=O)NCCNC(=O)NCC1=CC=C(C(=O)OCC2=CC=CC=C2)C=C1)[C@@H]1O[C@@H]([C@H]([C@H]1O)O)C(=O)NCC)C1=CC=CC=C1 (benzyl 4-[({[(2-{[(6-[(2,2-diphenylethyl)amino]-9-{(2R,3R,4S,5S)-5-[(ethylamino)carbonyl]-3,4-dihydroxytetrahydro-2-furanyl}-9H-purin-2-yl)carbonyl]amino}ethyl)amino]carbonyl}amino)methyl]benzoate). Reagents/catalysts: [Pd] (palladium-on-carbon). Run in C(C)O (ethanol). The product is C1(=CC=CC=C1)C(CNC1=C2N=CN(C2=NC(=N1)C(=O)NCCNC(=O)NCC1=CC=C(C(=O)O)C=C1)[C@@H]1O[C@@H]([C@H]([C@H]1O)O)C(=O)NCC)C1=CC=CC=C1 (4-[({[(2-{[(6-[(2,2-diphenylethyl)amino]-9-[(2R,3R,4S,5S)-5-[(ethylamino)carbonyl]-3,4-dihydroxytetrahydro-2-furanyl}-9H-purin-2-yl)carbonyl]amino}ethyl)amino]carbonyl]-amino)methyl]benzoic Acid). The yield is 19.2%. RXN SMILES: [C:1]1([CH:7]([C:57]2[CH:62]=[CH:61][CH:60]=[CH:59][CH:58]=2)[CH2:8][NH:9][C:10]2[N:18]=[C:17]([C:19]([NH:21][CH2:22][CH2:23][NH:24][C:25]([NH:27][CH2:28][C:29]3[CH:44]=[CH:43][C:32]([C:33]([O:35]CC4C=CC=CC=4)=[O:34])=[CH:31][CH:30]=3)=[O:26])=[O:20])[N:16]=[C:15]3[C:11]=2[N:12]=[CH:13][N:14]3[C@H:45]2[C@H:49]([OH:50])[C@H:48]([OH:51])[C@@H:47]([C:52]([NH:54][CH2:55][CH3:56])=[O:53])[O:46]2)[CH:6]=[CH:5][CH:4]=[CH:3][CH:2]=1>C(O)C.[Pd]>[C:57]1([CH:7]([C:1]2[CH:2]=[CH:3][CH:4]=[CH:5][CH:6]=2)[CH2:8][NH:9][C:10]2[N:18]=[C:17]([C:19]([NH:21][CH2:22][CH2:23][NH:24][C:25]([NH:27][CH2:28][C:29]3[CH:44]=[CH:43][C:32]([C:33]([OH:35])=[O:34])=[CH:31][CH:30]=3)=[O:26])=[O:20])[N:16]=[C:15]3[C:11]=2[N:12]=[CH:13][N:14]3[C@H:45]2[C@H:49]([OH:50])[C@H:48]([OH:51])[C@@H:47]([C:52]([NH:54][CH2:55][CH3:56])=[O:53])[O:46]2)[CH:58]=[CH:59][CH:60]=[CH:61][CH:62]=1. Procedure: A solution of benzyl 4-[({[(2-{[(6-[(2,2-diphenylethyl)amino]-9-{(2R,3R,4S,5S)-5-[(ethylamino)carbonyl]-3,4-dihydroxytetrahydro-2-furanyl}-9H-purin-2-yl)carbonyl]amino}ethyl)amino]carbonyl}amino)methyl]benzoate (Preparation 55) (150 mg, 0.18 mmol) in ethanol (10 ml) was hydrogenated at room temperature over 10% w/w palladium-on-carbon (30 mg) for 28 hours at 414 KPa. The catalyst was removed by filtration through Arbocel (trade mark) and solvent evaporated under reduced pressure to afford the ti... The yield is 83.7%. Reported procedure: Sodium 7-[(Z)-2-(2-aminothiazol-4-yl)-2-methoxyiminoacetamido]-3-(1,3-dioxolan-4-yl)methylthio-3-cephem-4-carboxylate (87 mg) as prepared in Example 29(b) was reacted with iodomethyl pivalate (80 mg) similarly to Example 28 for the esterification reaction. The resulting reaction solution was post-treated and the produced compound was recovered and purified similarly to Example 28 to give the titled compound (86 mg; 84%) . Starting materials: NC=1SC=C(N1)/C(/C(=O)NC1[C@@H]2N(C(=C(CS2)CC2OCOC2)C(=S)[O-])C1=O)=N/OC.[Na+] (Sodium 7-[(Z)-2-(2-aminothiazol-4-yl)-2-methoxyiminoacetamido]-3-(1,3-dioxolan-4-yl)methylthio-3-cephem-4-carboxylate), C(C(C)(C)C)(=O)OCI (iodomethyl pivalate). As a reaction SMILES: [NH2:1][C:2]1[S:3][CH:4]=[C:5](/[C:7](=[N:29]/[O:30][CH3:31])/[C:8]([NH:10][CH:11]2[C:27](=[O:28])[N:13]3[C:14]([C:24]([O-:26])=[S:25])=[C:15]([CH2:18][CH:19]4[CH2:23][O:22][CH2:21][O:20]4)[CH2:16][S:17][C@H:12]23)=[O:9])[N:6]=1.[Na+].[C:33]([O:39][CH2:40]I)(=[O:38])[C:34]([CH3:37])([CH3:36])[CH3:35]>>[NH2:1][C:2]1[S:3][CH:4]=[C:5](/[C:7](=[N:29]/[O:30][CH3:31])/[C:8]([NH:10][CH:11]2[C:27](=[O:28])[N:13]3[C:14]([C:24]([O:26][CH2:40][O:39][C:33](=[O:38])[C:34]([CH3:37])([CH3:36])[CH3:35])=[S:25])=[C:15]([CH2:18][CH:19]4[CH2:23][O:22][CH2:21][O:20]4)[CH2:16][S:17][C@H:12]23)=[O:9])[N:6]=1 |f:0.1|. Yields the product NC=1SC=C(N1)/C(/C(=O)NC1[C@@H]2N(C(=C(CS2)CC2OCOC2)C(=S)OCOC(C(C)(C)C)=O)C1=O)=N/OC (Pivaloyloxymethyl 7-[(Z)-2-(2-aminothiazol-4-yl)-2-methoxyiminoacetamido]-3-(1,3-dioxolan-4-yl)methylthio-3-cephem-4-carboxylate). Starting materials: NC=1N(OC(C1)=O)C (3-amino-2-methyl-5(2H)-isoxazolone), N=1ON=C2C1C=CC(=C2)C=O (2,1,3-benzoxadiazole-5-carboxaldehyde), O1CC(CC(C1)=O)=O (2H-pyran-3,5(4H,6H)-dione). Run in C(C)O (ethanol). Yields the product N=1ON=C2C1C=CC(=C2)C2C1=C(NC3=C2C(COC3)=O)N(OC1=O)C (4-(2,1,3-benzoxadiazol-5-yl)-1-methyl-4,9-dihydro-1H-isoxazolo[3,4-b]pyrano[4,3-e]pyridine-3,5(6H,8H)-dione). RXN SMILES: [NH2:1][C:2]1[N:3]([CH3:8])[O:4][C:5](=[O:7])[CH:6]=1.[N:9]1[O:10][N:11]=[C:12]2[CH:17]=[C:16]([CH:18]=O)[CH:15]=[CH:14][C:13]=12.[O:20]1[CH2:25][C:24](=O)[CH2:23][C:22](=[O:27])[CH2:21]1>C(O)C>[N:9]1[O:10][N:11]=[C:12]2[CH:17]=[C:16]([CH:18]3[C:23]4[C:22](=[O:27])[CH2:21][O:20][CH2:25][C:24]=4[NH:1][C:2]4[N:3]([CH3:8])[O:4][C:5](=[O:7])[C:6]3=4)[CH:15]=[CH:14][C:13]=12. Procedure details: The product from Example 45A (0.11 g, 1 mmol), 2,1,3-benzoxadiazole-5-carboxaldehyde(0.15 g, 1 mmol), prepared as described in (Gasco, A. M., Ermondi, G. Eur. J. Med. Chem., (1996) 31, 3) and 2H-pyran-3,5(4H,6H)-dione (0.11 g, 1 mmol) were heated in 2 mL of ethanol for 2 days. The resulting mixture was allowed to cool to ambient temperature and filtered to provide the title compound as the filter cake (0.09 g). 1H NMR (300 MHz, DMSO-d6) δ 3.28 (s, 3H), 4.08 (s, 2H), 4.6 (q, 2H), 4.92 (s, 1H), 7.... The reactants are CC(C)(C)c1csc(-c2cc3cc(CCCCl)ccc3o2)n1, Cc1ccc2c(C#N)c[nH]c2c1, [Na+], C1CCOC1, [OH-]. Product: Cc1ccc2c(C#N)cn(CCCc3ccc4oc(-c5nc(C(C)(C)C)cs5)cc4c3)c2c1. Reaction SMILES: [C:1]([CH3:2])([CH3:3])([CH3:4])[c:5]1[n:6][c:7](-[c:10]2[o:11][c:12]3[c:13]([cH:14]2)[cH:15][c:16]([CH2:19][CH2:20][CH2:21][Cl:22])[cH:17][cH:18]3)[s:8][cH:9]1.[C:23](#[N:24])[c:25]1[cH:26][nH:27][c:28]2[cH:29][c:30]([CH3:34])[cH:31][cH:32][c:33]12.[Na+:36].[O:37]1[CH2:38][CH2:39][CH2:40][CH2:41]1.[OH-:35]>>[C:1]([CH3:2])([CH3:3])([CH3:4])[c:5]1[n:6][c:7](-[c:10]2[o:11][c:12]3[c:13]([cH:14]2)[cH:15][c:16]([CH2:19][CH2:20][CH2:21][n:27]2[cH:26][c:25]([C:23]#[N:24])[c:33]4[c:28]2[cH:29][c:30]([CH3:34])[cH:31][cH:32]4)[cH:17][cH:18]3)[s:8][cH:9]1. Reactants: Cl (HCl), CS(=O)(=O)N1C[C@H](CC1)NC(OC(C)(C)C)=O ((S)-tert-butyl (1-(methylsulfonyl)pyrrolidin-3-yl)carbamate). Product: Cl.CS(=O)(=O)N1C[C@H](CC1)N ((S)-1-(methylsulfonyl)pyrrolidin-3-amine hydrochloride). As a reaction SMILES: [ClH:1].[CH3:2][S:3]([N:6]1[CH2:10][CH2:9][C@H:8]([NH:11]C(=O)OC(C)(C)C)[CH2:7]1)(=[O:5])=[O:4]>>[ClH:1].[CH3:2][S:3]([N:6]1[CH2:10][CH2:9][C@H:8]([NH2:11])[CH2:7]1)(=[O:5])=[O:4] |f:2.3|. Reported procedure: 4M HCl solution (in Dioxane) (2 mL) and (S)-tert-butyl (1-(methylsulfonyl)pyrrolidin-3-yl)carbamate (200 mg, 0.99 mmol) was stirred at 20-35° C. for 2 h. The solid precipitate thus obtained was filtered, washed with hexane and dried to afford 120 mg of the title compound. Reactants: CC(C)(C)OC(=O)NC1CCC(CC=O)CC1, CC(=O)O[BH-](OC(C)=O)OC(C)=O, CC(Cl)Cl, O=C(c1ccc(F)cc1)C1CCNCC1, [Na+]. Yields the product CC(C)(C)OC(=O)NC1CCC(CCN2CCC(C(=O)c3ccc(F)cc3)CC2)CC1. As a reaction SMILES: [C:16]([CH3:17])([CH3:18])([CH3:19])[O:20][C:21]([NH:22][CH:23]1[CH2:24][CH2:25][CH:26]([CH2:29][CH:30]=[O:31])[CH2:27][CH2:28]1)=[O:32].[C:33]([O:34][BH-:35]([O:36][C:37](=[O:38])[CH3:39])[O:40][C:41](=[O:42])[CH3:43])(=[O:44])[CH3:45].[Cl:47][CH:48]([Cl:49])[CH3:50].[F:1][c:2]1[cH:3][cH:4][c:5]([C:6](=[O:7])[CH:8]2[CH2:9][CH2:10][NH:11][CH2:12][CH2:13]2)[cH:14][cH:15]1.[Na+:46]>>[F:1][c:2]1[cH:3][cH:4][c:5]([C:6](=[O:7])[CH:8]2[CH2:9][CH2:10][N:11]([CH2:30][CH2:29][CH:26]3[CH2:25][CH2:24][CH:23]([NH:22][C:21]([O:20][C:16]([CH3:17])([CH3:18])[CH3:19])=[O:32])[CH2:28][CH2:27]3)[CH2:12][CH2:13]2)[cH:14][cH:15]1.